Dataset: the Open Reaction Database (ORD), a public repository of structured organic reaction records. Task: describe an organic reaction: reactants, conditions, products, and yield The reactants are Cl (HCl), BrC=1C=C(SC1)C=O (4-bromo-thiophene-2-carbaldehyde), C(CC(=O)O)(=O)O (malonic acid), N1CCCCC1 (piperidine). Solvent: N1=CC=CC=C1 (pyridine), O (water). Run at temperature 100 celsius, time 14 hour. Yields the product BrC=1C=C(SC1)C=CC(=O)O (3-(4-bromo-thiophen-2-yl)-acrylic acid). Isolated yield 115.5%. RXN SMILES: [Br:1][C:2]1[CH:3]=[C:4]([CH:7]=O)[S:5][CH:6]=1.C(O)(=O)[CH2:10][C:11]([OH:13])=[O:12].N1CCCCC1.Cl>N1C=CC=CC=1.O>[Br:1][C:2]1[CH:3]=[C:4]([CH:7]=[CH:10][C:11]([OH:13])=[O:12])[S:5][CH:6]=1. Reported procedure: The mixture of 4-bromo-thiophene-2-carbaldehyde (10 g, 0.052 mol), malonic acid (6.5 g, 0.063 mol) and piperidine (0.5 ml) in pyridine (40 ml) was stirred for 14 hours at 100° C., which was cooled down to room temperature and poured into water, and resultant mixture was acidified with concentrated HCl. The generated precipitate was collected by filtration, which was suspended with EtOH (50 ml) and water (100 ml). The precipitate was collected by filtration and dried under the reduced pressure to... The reactants are C(C)(C)(C)OC(=O)N1CCNCC1 (1-(tert-butoxycarbonyl)piperazine), CC=1N=C(SC1C(=O)O)C1=CC=NC=C1 (4-methyl-2-(4-pyridyl) -5-thiazolecarboxylic acid), C=1C=CC2=C(C1)N=NN2O (HOBt), CCN=C=NCCCN(C)C.Cl (WSC hydrochloride). Solvent: CN(C)C=O (DMF), C(C)N(CC)CC (triethylamine). Reaction conditions: time 2 hour. The product is C(C)(C)(C)OC(=O)N1CCN(CC1)C(=O)C1=C(N=C(S1)C1=CC=NC=C1)C (1-(tert-Butoxycarbonyl)-4-[4-methyl-2-(4-pyridyl)-5-thiazolecarbonyl]piperazine). Yield: 83.6%. As a reaction SMILES: [C:1]([O:5][C:6]([N:8]1[CH2:13][CH2:12][NH:11][CH2:10][CH2:9]1)=[O:7])([CH3:4])([CH3:3])[CH3:2].[CH3:14][C:15]1[N:16]=[C:17]([C:23]2[CH:28]=[CH:27][N:26]=[CH:25][CH:24]=2)[S:18][C:19]=1[C:20](O)=[O:21].C1C=CC2N(O)N=NC=2C=1.CCN=C=NCCCN(C)C.Cl>CN(C=O)C.C(N(CC)CC)C>[C:1]([O:5][C:6]([N:8]1[CH2:13][CH2:12][N:11]([C:20]([C:19]2[S:18][C:17]([C:23]3[CH:28]=[CH:27][N:26]=[CH:25][CH:24]=3)=[N:16][C:15]=2[CH3:14])=[O:21])[CH2:10][CH2:9]1)=[O:7])([CH3:4])([CH3:2])[CH3:3] |f:3.4|. Procedure details: To a mixture of 1-(tert-butoxycarbonyl)piperazine (3.72 g), 4-methyl-2-(4-pyridyl) -5-thiazolecarboxylic acid (4.4 g), triethylamine (2.5 g) and HOBt (2.7 g) in DMF (60 ml), was added WSC hydrochloride (4.217 g) under ice-cooling and the mixture was stirred at room temperature for 2 hours. The reaction solution was concentrated, and to the residue were added dichloromethane and sodium bicarbonate aqueous solution. The organic layer was separated, washed with water and brine, dried and concentrat...